From a dataset of the Open Reaction Database (ORD), a public repository of structured organic reaction records. describe an organic reaction: reactants, conditions, products, and yield Starting materials: Cc1nc(Cc2ccc([N+](=O)[O-])cc2)no1, C1CCOC1. The product is Cc1nc(Cc2ccc(N)cc2)no1. As a reaction SMILES: [CH3:1][c:2]1[n:3][c:4]([CH2:7][c:8]2[cH:9][cH:10][c:11]([N+:14]([O-:15])=[O:16])[cH:12][cH:13]2)[n:5][o:6]1.[O:17]1[CH2:18][CH2:19][CH2:20][CH2:21]1>>[CH3:1][c:2]1[n:3][c:4]([CH2:7][c:8]2[cH:9][cH:10][c:11]([NH2:14])[cH:12][cH:13]2)[n:5][o:6]1. Reactants: CCOC(C)=O, CC(=O)O, O=[O+][O-], CC=Cc1cccc(Sc2ccccc2C)c1O. Yields the product Cc1ccccc1Sc1cccc(C=O)c1O. As a reaction SMILES: [CH3:22][CH2:23][O:24][C:25](=[O:26])[CH3:27].[CH3:28][C:29](=[O:30])[OH:31].[O-:1][O+:2]=[O:3].[c:4]1([CH3:21])[c:5]([S:10][c:11]2[c:12]([OH:20])[c:13]([CH:17]=[CH:18][CH3:19])[cH:14][cH:15][cH:16]2)[cH:6][cH:7][cH:8][cH:9]1>>[O:1]=[CH:17][c:13]1[c:12]([OH:20])[c:11]([S:10][c:5]2[c:4]([CH3:21])[cH:9][cH:8][cH:7][cH:6]2)[cH:16][cH:15][cH:14]1. Reaction SMILES: Br[C:2]1[C:11]2[C:6](=[CH:7][CH:8]=[CH:9][CH:10]=2)[CH:5]=[C:4]([Br:12])[N:3]=1.[CH2:13]([N:15]1[CH2:20][CH2:19][NH:18][CH2:17][CH2:16]1)[CH3:14].C(=O)([O-])[O-].[K+].[K+]>CN(C=O)C>[Br:12][C:4]1[N:3]=[C:2]([N:18]2[CH2:19][CH2:20][N:15]([CH2:13][CH3:14])[CH2:16][CH2:17]2)[C:11]2[C:6]([CH:5]=1)=[CH:7][CH:8]=[CH:9][CH:10]=2 |f:2.3.4|. Product: BrC=1N=C(C2=CC=CC=C2C1)N1CCN(CC1)CC (3-Bromo-1-(4-ethylpiperazin-1-yl)isoquinoline). Reactants: BrC1=NC(=CC2=CC=CC=C12)Br (1,3-Dibromoisoquinoline), C(C)N1CCNCC1 (N-ethylpiperazine), C([O-])([O-])=O.[K+].[K+] (potassium carbonate). Solvent: CN(C)C=O (DMF). Yield: 73.3%. Procedure: 1,3-Dibromoisoquinoline (2.70 g), N-ethylpiperazine (1.16 g) and potassium carbonate (3.50 g) were reacted in DMF (30 ml) at 80° C. for 5 hr. The reaction solution was evaporated, and then partitioned between ethyl acetate and water. The resulting organic layer was washed with water, dried and evaporated. The resulting residue was purified by NH silica gel column chromatography (ethyl acetate/n-hexane system), to give the title compound (2.21 g) as a pale yellow oil. Reactants: Br, CCCC1CCC(C2CCC(CCCO)CC2)CC1, O, Cc1ccccc1C. The product is CCCC1CCC(C2CCC(CCCBr)CC2)CC1. As a reaction SMILES: [BrH:28].[CH2:9]([CH2:10][CH3:11])[CH:12]1[CH2:13][CH2:14][CH:15]([CH:18]2[CH2:19][CH2:20][CH:21]([CH2:24][CH2:25][CH2:26][OH:27])[CH2:22][CH2:23]2)[CH2:16][CH2:17]1.[OH2:29].[c:1]1([CH3:2])[c:3]([CH3:4])[cH:5][cH:6][cH:7][cH:8]1>>[CH2:9]([CH2:10][CH3:11])[CH:12]1[CH2:13][CH2:14][CH:15]([CH:18]2[CH2:19][CH2:20][CH:21]([CH2:24][CH2:25][CH2:26][Br:28])[CH2:22][CH2:23]2)[CH2:16][CH2:17]1. Starting materials: ClC1=C(C(=CC(=C1)CNC(=NC(CC1=CNC2=CC=C(C=C12)OC)=O)N)Cl)NC(C)=O (N-(2,6-Dichloro-4-{N′-[2-(5-methoxy-1H-indol-3-yl)-acetyl]-guanidinomethyl}-phenyl)-acetamide), NC1=C(C=C(CN)C=C1C)Cl (4-amino-3-chloro-5-methylbenzylamine), ( B ), COC=1C=C2C(=CNC2=CC1)CC(=O)O (2-(5-methoxy-1H-indol-3-yl)acetic acid), ( A ), 442.04. Yields the product ClC1=C(C(=CC(=C1)CNC(=NC(CC1=CNC2=CC=C(C=C12)OC)=O)N)C)NC(C)=O (N-(2-Chloro-4-{N′-[2-(5-methoxy-1H-indol-3-yl)-acetyl]-guanidinomethyl}-6-methyl-phenyl)-acetamide). Reaction SMILES: Cl[C:2]1[CH:7]=[C:6]([CH2:8][NH:9][C:10]([NH2:26])=[N:11][C:12](=[O:25])[CH2:13][C:14]2[C:22]3[C:17](=[CH:18][CH:19]=[C:20]([O:23][CH3:24])[CH:21]=3)[NH:16][CH:15]=2)[CH:5]=[C:4]([Cl:27])[C:3]=1[NH:28][C:29](=[O:31])[CH3:30].[CH3:32]OC1C=C2C(=CC=1)NC=C2CC(O)=O.NC1C(C)=CC(CN)=CC=1Cl>>[Cl:27][C:4]1[CH:5]=[C:6]([CH2:8][NH:9][C:10]([NH2:26])=[N:11][C:12](=[O:25])[CH2:13][C:14]2[C:22]3[C:17](=[CH:18][CH:19]=[C:20]([O:23][CH3:24])[CH:21]=3)[NH:16][CH:15]=2)[CH:7]=[C:2]([CH3:32])[C:3]=1[NH:28][C:29](=[O:31])[CH3:30]. Procedure: In a manner similar to that used in the preparation of the compound of example 2, but using 2-(5-methoxy-1H-indol-3-yl)acetic acid in step 9 (A) and 4-amino-3-chloro-5-methylbenzylamine (preparation G) in step 9 (B), the title compound was prepared. MS (ESI) (M+H)+=442.04 1H-NMR (500 MHz, CD3OD) δ 7.20-7.39 (m, 3 H), 7.16 (s, 1 H), 7.05 (d, J=2.14 Hz, 1 H), 6.82 (dd, J=8.55, 2.44 Hz, 1 H), 4.46 (s, 2 H), 3.93 (s, 2 H), 3.82 (s, 3 H), 2.24 (s, 3 H), 2.18 (s, 3 H). Reactants: C(=O)(O)[O-].[Na+] (NaHCO3), C=O (paraformaldehyde), FC(C(=O)O)(F)F (trifluoroacetic acid), COC([C@H](CC1=CC2=C(O[C@H](CO2)C2=CC(=CC=C2)OCC2=CC(=C(C=C2)Cl)Cl)C=C1)N[C@@H](CC)C1=CC=CC=C1)=O ((S)-3-{(S)-2-[3-(3,4-Dichloro-benzyloxy)-phenyl]-2,3-dihydro-benzo[1,4]dioxin-6-yl}-2-((S)-1-phenyl-propylamino)-propionic acid methyl ester). Solvent: O1CCOCC1 (dioxane). Reaction conditions: temperature 0 celsius. Yields the product COC(=O)[C@H]1N(CC=2C=C3C(=CC2C1)OC[C@@H](O3)C3=CC(=CC=C3)OCC3=CC(=C(C=C3)Cl)Cl)[C@@H](CC)C3=CC=CC=C3 ((3S,8S)-3-[3-(3,4-dichloro-benzyloxy)-phenyl]-7-((S)-1-phenyl-propyl)-2,3,6,7,8,9-hexahydro-[1,4]dioxino[2,3-g]isoquinoline-8-carboxylic acid methyl ester). Reaction SMILES: [CH3:1][O:2][C:3](=[O:42])[C@@H:4]([NH:32][C@H:33]([C:36]1[CH:41]=[CH:40][CH:39]=[CH:38][CH:37]=1)[CH2:34][CH3:35])[CH2:5][C:6]1[CH:31]=[CH:30][C:9]2[O:10][C@@H:11]([C:14]3[CH:19]=[CH:18][CH:17]=[C:16]([O:20][CH2:21][C:22]4[CH:27]=[CH:26][C:25]([Cl:28])=[C:24]([Cl:29])[CH:23]=4)[CH:15]=3)[CH2:12][O:13][C:8]=2[CH:7]=1.C=O.F[C:46](F)(F)C(O)=O.C([O-])(O)=O.[Na+]>O1CCOCC1>[CH3:1][O:2][C:3]([C@@H:4]1[CH2:5][C:6]2[CH:7]=[C:8]3[O:13][CH2:12][C@H:11]([C:14]4[CH:19]=[CH:18][CH:17]=[C:16]([O:20][CH2:21][C:22]5[CH:27]=[CH:26][C:25]([Cl:28])=[C:24]([Cl:29])[CH:23]=5)[CH:15]=4)[O:10][C:9]3=[CH:30][C:31]=2[CH2:46][N:32]1[C@H:33]([C:36]1[CH:41]=[CH:40][CH:39]=[CH:38][CH:37]=1)[CH2:34][CH3:35])=[O:42] |f:3.4|. Reported procedure: (S)-3-{(S)-2-[3-(3,4-Dichloro-benzyloxy)-phenyl]-2,3-dihydro-benzo[1,4]dioxin-6-yl}-2-((S)-1-phenyl-propylamino)-propionic acid methyl ester (0.2 g) was dissolved in 8 mL dry dioxane and cooled to 0° C.; paraformaldehyde (50 mg) and 2 mL trifluoroacetic acid were added. The reaction was stirred for 12 hours at room temperature and neutralized to pH 7 with aqueous NaHCO3, then the mixture was extracted with EtOAc. The organic extract was washed with water and brine, and then dried over Na2SO4, fi...